describe an organic reaction: reactants, conditions, products, and yield From a dataset of the Open Reaction Database (ORD), a public repository of structured organic reaction records. Reactants: C1CCOC1, O=C(Nc1cccc(-c2nn3ccccc3c2-c2ccnc(Nc3cccc(F)c3)n2)c1)C(F)(F)F, [Li+], [OH-], O. The product is Nc1cccc(-c2nn3ccccc3c2-c2ccnc(Nc3cccc(F)c3)n2)c1. RXN SMILES: [CH2:39]1[O:40][CH2:41][CH2:42][CH2:43]1.[F:1][C:2]([F:3])([F:4])[C:35]([NH:5][c:6]1[cH:7][c:8](-[c:12]2[n:13][n:14]3[c:15]([cH:16][cH:17][cH:18][cH:19]3)[c:20]2-[c:21]2[n:22][c:23]([NH:27][c:28]3[cH:29][c:30]([F:34])[cH:31][cH:32][cH:33]3)[n:24][cH:25][cH:26]2)[cH:9][cH:10][cH:11]1)=[O:36].[Li+:37].[OH-:38].[OH2:44]>>[NH2:5][c:6]1[cH:7][c:8](-[c:12]2[n:13][n:14]3[c:15]([cH:16][cH:17][cH:18][cH:19]3)[c:20]2-[c:21]2[n:22][c:23]([NH:27][c:28]3[cH:29][c:30]([F:34])[cH:31][cH:32][cH:33]3)[n:24][cH:25][cH:26]2)[cH:9][cH:10][cH:11]1. The reactants are CC(C)OP(=O)(COCCOc1nc(N)nc(N)c1C#N)OC(C)C, O, O=S(=O)(O)O. Yields the product CC(C)OP(=O)(COCCOc1nc(N)nc(N)c1C=O)OC(C)C. RXN SMILES: [C:1](#[N:2])[c:3]1[c:4]([NH2:25])[n:5][c:6]([NH2:24])[n:7][c:8]1[O:9][CH2:10][CH2:11][O:12][CH2:13][P:14](=[O:15])([O:16][CH:17]([CH3:18])[CH3:19])[O:20][CH:21]([CH3:22])[CH3:23].[OH2:31].[S:26]([OH:27])(=[O:28])(=[O:29])[OH:30]>>[CH:1]([c:3]1[c:4]([NH2:25])[n:5][c:6]([NH2:24])[n:7][c:8]1[O:9][CH2:10][CH2:11][O:12][CH2:13][P:14](=[O:15])([O:16][CH:17]([CH3:18])[CH3:19])[O:20][CH:21]([CH3:22])[CH3:23])=[O:27]. Starting materials: COC(=O)[C@H]1N(C[C@@H](C1)S(=O)(=O)C1=C(C=C(C=C1)Br)C(F)(F)F)C(CC(C)=O)=O ((2S,4R)-4-(4-bromo-2-trifluoromethyl-benzenesulfonyl)-1-(3-oxo-butyryl)-pyrrolidine-2-carboxylic acid methyl ester), COC=1C=CC(=CC1)P2(=S)SP(=S)(S2)C=3C=CC(=CC3)OC (Lawesson's reagent), Cl.C1(CCC1)NN (cyclobutylhydrazine hydrochloride). Yields the product COC(=O)[C@H]1N(C[C@@H](C1)S(=O)(=O)C1=C(C=C(C=C1)Br)C(F)(F)F)C=1N(N=C(C1)C)C1CCC1 ((2S,4R)-4-(4-Bromo-2-trifluoromethyl-benzenesulfonyl)-1-(2-cyclobutyl-5-methyl-2H-pyrazol-3-yl)-pyrrolidine-2-carboxylic acid methyl ester). Reaction SMILES: [CH3:1][O:2][C:3]([C@@H:5]1[CH2:9][C@@H:8]([S:10]([C:13]2[CH:18]=[CH:17][C:16]([Br:19])=[CH:15][C:14]=2[C:20]([F:23])([F:22])[F:21])(=[O:12])=[O:11])[CH2:7][N:6]1[C:24](=O)[CH2:25][C:26](=O)[CH3:27])=[O:4].COC1C=CC(P2(SP(C3C=CC(OC)=CC=3)(=S)S2)=S)=CC=1.Cl.[CH:53]1([NH:57][NH2:58])[CH2:56][CH2:55][CH2:54]1>>[CH3:1][O:2][C:3]([C@@H:5]1[CH2:9][C@@H:8]([S:10]([C:13]2[CH:18]=[CH:17][C:16]([Br:19])=[CH:15][C:14]=2[C:20]([F:22])([F:23])[F:21])(=[O:12])=[O:11])[CH2:7][N:6]1[C:24]1[N:57]([CH:53]2[CH2:56][CH2:55][CH2:54]2)[N:58]=[C:26]([CH3:27])[CH:25]=1)=[O:4] |f:2.3|. Procedure: In analogy to the procedure described in example 308d, (2S,4R)-4-(4-bromo-2-trifluoromethyl-benzenesulfonyl)-1-(3-oxo-butyryl)-pyrrolidine-2-carboxylic acid methyl ester was reacted with Lawesson's reagent (CAS Reg. No. 19172-47-5) and cyclobutylhydrazine hydrochloride (CAS Reg. No. 158001-21-9) to give the title compound as brown oil. MS (ESI): m/z=549.8 [M+H]+. Reactants: ClC1=NN2C(C(=N1)NCC1=NC=CC=C1)=C(C=C2)C2=CC=CC=C2 (2-chloro-5-phenyl-N-(pyridin-2-ylmethyl)pyrrolo[2,1-f][1,2,4]triazin-4-amine), [Li+].[Cl-] (LiCl), ClC1=CN=CC(=N1)NC(C)=O (N-(6-chloropyrazin-2-yl)acetamide), C[Sn](C)C.C[Sn](C)C (hexamethylditin). Reagents/catalysts: C=1C=CC(=CC1)[P](C=2C=CC=CC2)(C=3C=CC=CC3)[Pd]([P](C=4C=CC=CC4)(C=5C=CC=CC5)C=6C=CC=CC6)([P](C=7C=CC=CC7)(C=8C=CC=CC8)C=9C=CC=CC9)[P](C=1C=CC=CC1)(C=1C=CC=CC1)C=1C=CC=CC1 (Pd(Ph3P)4). The solvent is O1CCOCC1 (1,4-dioxane). Reaction conditions: temperature 100 celsius. Yields the product C1(=CC=CC=C1)C=1C=CN2N=C(N=C(C21)NCC2=NC=CC=C2)C2=CN=CC(=N2)NC(C)=O (N-(6-(5-phenyl-4-((pyridin-2-ylmethyl)amino)pyrrolo[2,1-f][1,2,4]triazin-2-yl)pyrazin-2-yl)acetamide). Isolated yield 15.4%. As a reaction SMILES: Cl[C:2]1[N:7]=[C:6]([NH:8][C:9](=[O:11])[CH3:10])[CH:5]=[N:4][CH:3]=1.C[Sn](C)C.C[Sn](C)C.Cl[C:21]1[N:26]=[C:25]([NH:27][CH2:28][C:29]2[CH:34]=[CH:33][CH:32]=[CH:31][N:30]=2)[C:24]2=[C:35]([C:38]3[CH:43]=[CH:42][CH:41]=[CH:40][CH:39]=3)[CH:36]=[CH:37][N:23]2[N:22]=1.[Li+].[Cl-]>O1CCOCC1.C1C=CC([P]([Pd]([P](C2C=CC=CC=2)(C2C=CC=CC=2)C2C=CC=CC=2)([P](C2C=CC=CC=2)(C2C=CC=CC=2)C2C=CC=CC=2)[P](C2C=CC=CC=2)(C2C=CC=CC=2)C2C=CC=CC=2)(C2C=CC=CC=2)C2C=CC=CC=2)=CC=1>[C:38]1([C:35]2[CH:36]=[CH:37][N:23]3[C:24]=2[C:25]([NH:27][CH2:28][C:29]2[CH:34]=[CH:33][CH:32]=[CH:31][N:30]=2)=[N:26][C:21]([C:2]2[N:7]=[C:6]([NH:8][C:9](=[O:11])[CH3:10])[CH:5]=[N:4][CH:3]=2)=[N:22]3)[CH:39]=[CH:40][CH:41]=[CH:42][CH:43]=1 |f:1.2,4.5,^1:12,16,55,57,76,95|. Reported procedure: A solution of N-(6-chloropyrazin-2-yl)acetamide (77.0 mg, 0.447 mmol) and hexamethylditin (0.124 mL, 0.596 mmol) in 1,4-dioxane (15 mL) was purged with argon gas for 30 min. Pd(Ph3P)4 (34.0 mg, 0.0300 mmol) was added and the reaction mixture was heated at 100° C. for 1 h. Then the reaction mixture was allowed to cool to RT and then 2-chloro-5-phenyl-N-(pyridin-2-ylmethyl)pyrrolo[2,1-f][1,2,4]triazin-4-amine (0.100 g, 0.298 mmol) was added followed by LiCl (13.0 mg, 0.298 mmol). The reaction mixt... The reactants are O=C1Nc2c(Cl)cc(F)cc2C1=O, Cl, [Na+], [OH-], OO. Product: Nc1c(Cl)cc(F)cc1C(=O)O. Reaction SMILES: [Cl:1][c:2]1[cH:3][c:4]([F:13])[cH:5][c:6]2[c:10]1[NH:9][C:8](=[O:11])[C:7]2=[O:12].[ClH:16].[Na+:18].[OH-:17].[OH:14][OH:15]>>[Cl:1][c:2]1[cH:3][c:4]([F:13])[cH:5][c:6]([C:7]([OH:12])=[O:14])[c:10]1[NH2:9]. The reactants are C(C1=CC=CC=C1)OC(C1=CC=C(C=C1)N1CCNCC1)=O (4-piperazin-1-yl-benzoic acid benzyl ester), C(C)OC(C1=CC=C(C=C1)F)=O (4-fluoro benzoic acid ethyl ester), C(C)(C)N(CC)C(C)C (diisopropylethyl amine). Reagents/catalysts: CN(C)C=1C=CN=CC1 (DMAP). Solvent: CS(=O)C (DMSO), hexanes. Yields the product C(C1=CC=CC=C1)C1=CC=C(C(=O)[O-])C=C1.N1CCCCC1.CCC1=CC=C(C=C1)C(=O)O (4-Benzylbenzoate piperidine 4-ethyl benzoate). Isolated yield 128.0%. Reaction SMILES: [CH2:1]([O:8][C:9](=[O:22])[C:10]1[CH:15]=[CH:14][C:13]([N:16]2[CH2:21][CH2:20]NCC2)=[CH:12][CH:11]=1)[C:2]1C=CC=CC=1.C([O:25][C:26](=[O:34])[C:27]1[CH:32]=[CH:31][C:30](F)=[CH:29][CH:28]=1)C.C(N(C(C)C)CC)(C)C>CN(C1C=CN=CC=1)C.CS(C)=O>[CH2:26]([C:13]1[CH:12]=[CH:11][C:10]([C:9]([O-:8])=[O:22])=[CH:15][CH:14]=1)[C:27]1[CH:32]=[CH:31][CH:30]=[CH:29][CH:28]=1.[NH:16]1[CH2:13][CH2:14][CH2:15][CH2:20][CH2:21]1.[CH3:1][CH2:2][C:30]1[CH:29]=[CH:28][C:27]([C:26]([OH:25])=[O:34])=[CH:32][CH:31]=1 |f:5.6.7|. Procedure: A mixture of 4-piperazin-1-yl-benzoic acid benzyl ester (500 mg, 1.68 mmol), 4-fluoro benzoic acid ethyl ester (1.4 g, 8.4 mmol), diisopropylethyl amine (1.47 mL, 8.4 mmol) and a catalytic amount of DMAP in DMSO (6 mL) was stirred at 130° C. in a sealed tube for 70 h. The mixture was the cooled partitioned between EtOAc and water. The EtOAc layer was collected, dried over Na2SO4, filtered and concentrated. The residue was suspended in hexanes and the suspension was then filtered. The solid obtai... Starting materials: BrC1=C(C=CC(=C1)Cl)C(=O)N1CCN(CC1)C1=NC(=C(C=C1C)C)C ((2-bromo-4-chlorophenyl)[4-(3,5,6-trimethylpyridin-2-yl)piperazin-1-yl]methanone), C(C)(=O)N1C(NCC1)=O (1-acetylimidazolidin-2-one). The product is C(C)(=O)N1C(N(CC1)C1=C(C=CC(=C1)Cl)C(=O)N1CCN(CC1)C1=NC(=C(C=C1C)C)C)=O (1-acetyl-3-{5-chloro-2-[4-(3,5,6-trimethylpyridin-2-yl)piperazine-1-carbonyl]phenyl}imidazolidin-2-one). Yield: 61.6%. As a reaction SMILES: Br[C:2]1[CH:7]=[C:6]([Cl:8])[CH:5]=[CH:4][C:3]=1[C:9]([N:11]1[CH2:16][CH2:15][N:14]([C:17]2[C:22]([CH3:23])=[CH:21][C:20]([CH3:24])=[C:19]([CH3:25])[N:18]=2)[CH2:13][CH2:12]1)=[O:10].[C:26]([N:29]1[CH2:33][CH2:32][NH:31][C:30]1=[O:34])(=[O:28])[CH3:27]>>[C:26]([N:29]1[CH2:33][CH2:32][N:31]([C:2]2[CH:7]=[C:6]([Cl:8])[CH:5]=[CH:4][C:3]=2[C:9]([N:11]2[CH2:16][CH2:15][N:14]([C:17]3[C:22]([CH3:23])=[CH:21][C:20]([CH3:24])=[C:19]([CH3:25])[N:18]=3)[CH2:13][CH2:12]2)=[O:10])[C:30]1=[O:34])(=[O:28])[CH3:27]. Procedure details: Using (2-bromo-4-chlorophenyl)[4-(3,5,6-trimethylpyridin-2-yl)piperazin-1-yl]methanone (846 mg) described in Preparation Example 257 and 1-acetylimidazolidin-2-one (384 mg) and by the reaction and treatment in the same manner as in Preparation Example 234, the title compound (579 mg) was obtained.